Task: describe an organic reaction: reactants, conditions, products, and yield. Dataset: the Open Reaction Database (ORD), a public repository of structured organic reaction records Reactants: BrC=1C=CC(=NC1)Cl (5-bromo-2-chloropyridine), ClC1=CC(=CC=C1)C(=O)OO (meta-chloroperbenzoic acid), Ca(OH)2. Run in C(C)(=O)OCC (ethyl acetate), CCCCCC (hexane), C(Cl)(Cl)Cl (chloroform). Conditions: temperature 60 celsius, time 30 minute. Yields the product BrC=1C=CC(=[N+](C1)[O-])Cl (5-bromo-2-chloropyridine 1-oxide). As a reaction SMILES: [Br:1][C:2]1[CH:3]=[CH:4][C:5]([Cl:8])=[N:6][CH:7]=1.ClC1C=CC=C(C(OO)=[O:17])C=1>C(Cl)(Cl)Cl.C(OCC)(=O)C.CCCCCC>[Br:1][C:2]1[CH:3]=[CH:4][C:5]([Cl:8])=[N+:6]([O-:17])[CH:7]=1. Procedure details: To a solution of 5-bromo-2-chloropyridine (1.0 eq.) in chloroform (0.38 M) was added 77% meta-chloroperbenzoic acid (mCPBA) (4.0 eq.) and heated at 60° C. for 20 hours. After cooling to room temperature, Ca(OH)2 (5.3 eq.) was added, and the resulting precipitate was stirred for 30 minutes. The precipitate was filtered and washed with 3:1 CHCl3/methanol. The filtrate was concentrated en vacuo to give a solid, which was stirred in 30% ethyl acetate in hexane and filtered to give the desired N-oxid... Run at temperature 25 celsius, time 24 hour. Starting materials: CC(=O)Oc2ccc1ccccc1c2 (substrate), CC(C)C[Al](CC(C)C)c1ccccc1 (effective_coupling_partner). The reagents and catalysts are PCy3. The product is c3ccc(c2ccc1ccccc1c2)cc3. Procedure details: Analogously to Example 77, by condensing methyl 3-amino-4-(2-chloro-5-methoxy-phenoxy)-5-[2-(tetrahydro-pyran-2-yloxy)-ethoxy]-benzoate with 4-(trifluoromethyl)-benzenesulphonyl chloride there was obtained methyl 4-(2-chloro-5-methoxy-phenoxy)-3-[2-(tetrahydro-pyran-2-yloxy)-ethoxy]-5-(4-trifluoromethyl-benzenesulphonylamino)-benzoate and therefrom by treatment with 5.5M HCl there was obtained methyl 4-(2-chloro-5-methoxy-phenoxy)-3-(2-hydroxy-ethoxy)-5-(4-trifluoromethyl-benzenesulphonylamino)-... Product: ClC1=C(OC2=C(C=C(C(=O)OC)C=C2NS(=O)(=O)C2=CC=C(C=C2)C(F)(F)F)OCCOC2OCCCC2)C=C(C=C1)OC (methyl 4-(2-chloro-5-methoxy-phenoxy)-3-[2-(tetrahydro-pyran-2-yloxy)-ethoxy]-5-(4-trifluoromethyl-benzenesulphonylamino)-benzoate). Reaction SMILES: [NH2:1][C:2]1[CH:3]=[C:4]([CH:9]=[C:10]([O:22][CH2:23][CH2:24][O:25][CH:26]2[CH2:31][CH2:30][CH2:29][CH2:28][O:27]2)[C:11]=1[O:12][C:13]1[CH:18]=[C:17]([O:19][CH3:20])[CH:16]=[CH:15][C:14]=1[Cl:21])[C:5]([O:7][CH3:8])=[O:6].[F:32][C:33]([F:45])([F:44])[C:34]1[CH:39]=[CH:38][C:37]([S:40](Cl)(=[O:42])=[O:41])=[CH:36][CH:35]=1>>[Cl:21][C:14]1[CH:15]=[CH:16][C:17]([O:19][CH3:20])=[CH:18][C:13]=1[O:12][C:11]1[C:2]([NH:1][S:40]([C:37]2[CH:36]=[CH:35][C:34]([C:33]([F:32])([F:44])[F:45])=[CH:39][CH:38]=2)(=[O:42])=[O:41])=[CH:3][C:4]([C:5]([O:7][CH3:8])=[O:6])=[CH:9][C:10]=1[O:22][CH2:23][CH2:24][O:25][CH:26]1[CH2:31][CH2:30][CH2:29][CH2:28][O:27]1. Starting materials: NC=1C=C(C(=O)OC)C=C(C1OC1=C(C=CC(=C1)OC)Cl)OCCOC1OCCCC1 (methyl 3-amino-4-(2-chloro-5-methoxy-phenoxy)-5-[2-(tetrahydro-pyran-2-yloxy)-ethoxy]-benzoate), FC(C1=CC=C(C=C1)S(=O)(=O)Cl)(F)F (4-(trifluoromethyl)-benzenesulphonyl chloride). The reactants are ClC1=C(C=C(C=C1)S(=O)(=O)NC=1C(=NC=C(C1)Cl)C(=O)NN)C(F)(F)F (4-Chloro-N-(5-chloro-2-hydrazinocarbonyl-pyridin-3-yl)-3-trifluoromethyl-benzenesulfonamide), CC1=C(N)C=CC=C1 (2-methylaniline), COC(OC)OC (trimethylorthoformate), C(C)#N (acetonitrile). Solvent: C(C)(=O)O (acetic acid). Product: ClC1=C(C=C(C=C1)S(=O)(=O)NC=1C(=NC=C(C1)Cl)C1=NN=CN1C1=C(C=CC=C1)C)C(F)(F)F (4-Chloro-N-[5-chloro-2-(4-o-tolyl-4H-[1,2,4]triazol-3-yl)-pyridin-3-yl]-3-trifluoromethyl-benzenesulfonamide). As a reaction SMILES: [Cl:1][C:2]1[CH:7]=[CH:6][C:5]([S:8]([NH:11][C:12]2[C:13]([C:19]([NH:21][NH2:22])=O)=[N:14][CH:15]=[C:16]([Cl:18])[CH:17]=2)(=[O:10])=[O:9])=[CH:4][C:3]=1[C:23]([F:26])([F:25])[F:24].COC(OC)OC.[C:34](#N)C.[CH3:37][C:38]1[CH:44]=[CH:43][CH:42]=[CH:41][C:39]=1[NH2:40]>C(O)(=O)C>[Cl:1][C:2]1[CH:7]=[CH:6][C:5]([S:8]([NH:11][C:12]2[C:13]([C:19]3[N:40]([C:39]4[CH:41]=[CH:42][CH:43]=[CH:44][C:38]=4[CH3:37])[CH:34]=[N:22][N:21]=3)=[N:14][CH:15]=[C:16]([Cl:18])[CH:17]=2)(=[O:10])=[O:9])=[CH:4][C:3]=1[C:23]([F:26])([F:25])[F:24]. Procedure details: The title compound was prepared according to general Method B using 4-Chloro-N-(5-chloro-2-hydrazinocarbonyl-pyridin-3-yl)-3-trifluoromethyl-benzenesulfonamide (100 mg, 0.234 mmol), trimethylorthoformate (80 mg, 0.75 mmol), acetonitrile (2 mL), 2-methylaniline (62 mg, 0.50 mmol) and acetic acid (1.0 mL). 1H NMR: (CD3OD, ppm): 8.82 (s, 1H), 8.40 (s, 1H), 8.27 (d, 1H), 8.05 (m, 1H), 7.75 (d, 1H), 7.61 (s, 1H), 7.39 (m, 1H), 7.32 (m, 1H), 7.25 (m, 2H), 2.15 (s, 3H). MS (ES) [M+H]+ expected 528.0. f...